From a dataset of the Open Reaction Database (ORD), a public repository of structured organic reaction records. describe an organic reaction: reactants, conditions, products, and yield Reactants: O (water), FC1=C(C=C(C(=C1)F)C)O (2,4-difluoro-5-methylphenol), N1C=NC=C1 (imidazole), CC(C)[Si](C(C)C)(C(C)C)Cl (TIPSCl). The solvent is CN(C)C=O (DMF). Run at time 8 hour. Yields the product FC1=C(O[Si](C(C)C)(C(C)C)C(C)C)C=C(C(=C1)F)C ((2,4-Difluoro-5-methyl-phenoxy)-triisopropyl-silane). Isolated yield 73.8%. RXN SMILES: [F:1][C:2]1[CH:7]=[C:6]([F:8])[C:5]([CH3:9])=[CH:4][C:3]=1[OH:10].N1C=CN=C1.[CH3:16][CH:17]([Si:19](Cl)([CH:23]([CH3:25])[CH3:24])[CH:20]([CH3:22])[CH3:21])[CH3:18].O>CN(C=O)C>[F:1][C:2]1[CH:7]=[C:6]([F:8])[C:5]([CH3:9])=[CH:4][C:3]=1[O:10][Si:19]([CH:23]([CH3:25])[CH3:24])([CH:20]([CH3:22])[CH3:21])[CH:17]([CH3:18])[CH3:16]. Reported procedure: To a stirred solution of 2,4-difluoro-5-methylphenol (780 mg, 5.41 mmol, 1.0 eq) and imidazole (442 mg, 6.5 mmol, 1.2 eq) in DMF (10 mL) at 0° C. was added TIPSCl (1.15 g, 5.95 mmol, 1.1 eq) dropwise. After the addition, the reaction mixture was allowed to warm to room temperature and stirred overnight. The reaction was then poured into water and extracted with EtOAc. The combined organic extracts were washed with water and brine, dried (Na2SO4), filtered and evaporated in vacuo to give a crude ... Starting materials: BrCCCBr, CCCC[N+](CCCC)(CCCC)CCCC, [Cl-], [K+], [OH-], Oc1cccc2c1CCC2N1CCCCC1. Product: BrCCCc1cccc2c1CCC2N1CCCCC1. RXN SMILES: [Br:19][CH2:20][CH2:21][CH2:22][Br:23].[CH3:25][CH2:26][CH2:27][CH2:28][N+:29]([CH2:30][CH2:31][CH2:32][CH3:33])([CH2:34][CH2:35][CH2:36][CH3:37])[CH2:38][CH2:39][CH2:40][CH3:41].[Cl-:24].[K+:2].[OH-:1].[OH:3][c:4]1[c:5]2[c:9]([cH:10][cH:11][cH:12]1)[CH:8]([N:13]1[CH2:14][CH2:15][CH2:16][CH2:17][CH2:18]1)[CH2:7][CH2:6]2>>[c:4]1([CH2:22][CH2:21][CH2:20][Br:19])[c:5]2[c:9]([cH:10][cH:11][cH:12]1)[CH:8]([N:13]1[CH2:14][CH2:15][CH2:16][CH2:17][CH2:18]1)[CH2:7][CH2:6]2. Reactants: CNCCCN1CCc2cc(OC)c(OC)cc2CC1=O, Nc1c(Cl)cc(CCCl)cc1Cl. RXN SMILES: [CH3:1][O:2][c:3]1[cH:4][c:5]2[c:6]([cH:18][c:19]1[O:20][CH3:21])[CH2:7][C:8](=[O:17])[N:9]([CH2:12][CH2:13][CH2:14][NH:15][CH3:16])[CH2:10][CH2:11]2.[NH2:22][c:23]1[c:24]([Cl:33])[cH:25][c:26]([CH2:30][CH2:31][Cl:32])[cH:27][c:28]1[Cl:29]>>[CH3:1][O:2][c:3]1[cH:4][c:5]2[c:6]([cH:18][c:19]1[O:20][CH3:21])[CH2:7][C:8](=[O:17])[N:9]([CH2:12][CH2:13][CH2:14][N:15]([CH3:16])[CH2:31][CH2:30][c:26]1[cH:25][c:24]([Cl:33])[c:23]([NH2:22])[c:28]([Cl:29])[cH:27]1)[CH2:10][CH2:11]2. Yields the product COc1cc2c(cc1OC)CC(=O)N(CCCN(C)CCc1cc(Cl)c(N)c(Cl)c1)CC2.